From a dataset of the Open Reaction Database (ORD), a public repository of structured organic reaction records. describe an organic reaction: reactants, conditions, products, and yield Reactants: NC1=C(C(=O)O)C=CC=C1Cl (2-amino-3-chlorobenzoic acid), C(C)(=O)OC(C)=O (acetic anhydride). Yields the product ClC1=CC=CC=2C(OC(=NC21)C)=O (8-Chloro-2-methyl-4H-3,1-benzoxazin-4-one), solid. As a reaction SMILES: [NH2:1][C:2]1[C:10]([Cl:11])=[CH:9][CH:8]=[CH:7][C:3]=1[C:4]([OH:6])=[O:5].[C:12](OC(=O)C)(=O)[CH3:13]>>[Cl:11][C:10]1[C:2]2[N:1]=[C:12]([CH3:13])[O:5][C:4](=[O:6])[C:3]=2[CH:7]=[CH:8][CH:9]=1. Reported procedure: A solution of 2-amino-3-chlorobenzoic acid (4.93 g, 28.7 mmol) in acetic anhydride (15 mL) was refluxed for 3 h, then cooled to room temperature. The precipitated solid was filtered, and washed with hexane. The title compound was obtained as a brown solid (4.33 g). 1H NMR (500 MHz, CDCl3) δ 8.11 (d, J=8 Hz, 1H), 7.86 (d, J=8 Hz, 1H), 7.43 (t, J=8 Hz, 1H), 2.54 (s, 3H).